From a dataset of the Open Reaction Database (ORD), a public repository of structured organic reaction records. describe an organic reaction: reactants, conditions, products, and yield Starting materials: [BH4-], CO, CN(C)C=O, [Na+], O=C1c2ccccc2-c2[nH]c(=O)c3nccn3c21. The product is O=c1[nH]c2c(n3ccnc13)C(O)c1ccccc1-2. RXN SMILES: [BH4-:1].[CH3:21][OH:22].[CH3:23][N:24]([CH3:25])[CH:26]=[O:27].[Na+:2].[cH:3]1[cH:4][n:5][c:6]2[n:7]1[c:8]1[c:9]([nH:10][c:11]2=[O:12])-[c:13]2[cH:14][cH:15][cH:16][cH:17][c:18]2[C:19]1=[O:20]>>[cH:3]1[cH:4][n:5][c:6]2[n:7]1[c:8]1[c:9]([nH:10][c:11]2=[O:12])-[c:13]2[cH:14][cH:15][cH:16][cH:17][c:18]2[CH:19]1[OH:20]. Starting materials: [Na+], [O-]c1ccccc1, O=C=O, O, Oc1ccccc1, Cc1cccc(C(C)c2ccccc2)c1C. Product: O=C(O)c1ccccc1O. As a reaction SMILES: [Na+:1].[O-:2][c:3]1[cH:4][cH:5][cH:6][cH:7][cH:8]1.[O:32]=[C:33]=[O:34].[OH2:35].[OH:9][c:10]1[cH:11][cH:12][cH:13][cH:14][cH:15]1.[c:16]1([CH:17]([c:18]2[cH:19][cH:20][cH:21][c:22]([CH3:23])[c:24]2[CH3:25])[CH3:26])[cH:27][cH:28][cH:29][cH:30][cH:31]1>>[OH:2][c:3]1[cH:4][cH:5][cH:6][cH:7][c:8]1[C:33](=[O:32])[OH:34]. The reactants are OC1=CC=C(C=C1)CCCN1C=NC=C1 (1-[3-(4-hydroxyphenyl)propyl]imidazole), ClCC=1N=C(OC1)C=1SC(=CC1)OC (4-chloromethyl-2-(5-methoxy-2-thienyl)oxazole). The product is N1(C=NC=C1)CCCC1=CC=C(OCC=2N=C(OC2)C=2SC(=CC2)OC)C=C1 (4-[4-[3-(1-imidazolyl)propyl]phenoxymethyl]-2-(5-methoxy-2-thienyl)oxazole). The yield is 74.0%. As a reaction SMILES: [OH:1][C:2]1[CH:7]=[CH:6][C:5]([CH2:8][CH2:9][CH2:10][N:11]2[CH:15]=[CH:14][N:13]=[CH:12]2)=[CH:4][CH:3]=1.Cl[CH2:17][C:18]1[N:19]=[C:20]([C:23]2[S:24][C:25]([O:28][CH3:29])=[CH:26][CH:27]=2)[O:21][CH:22]=1>>[N:11]1([CH2:10][CH2:9][CH2:8][C:5]2[CH:6]=[CH:7][C:2]([O:1][CH2:17][C:18]3[N:19]=[C:20]([C:23]4[S:24][C:25]([O:28][CH3:29])=[CH:26][CH:27]=4)[O:21][CH:22]=3)=[CH:3][CH:4]=2)[CH:15]=[CH:14][N:13]=[CH:12]1. Reported procedure: In substantially the same manner as in Working Example 72, 1-[3-(4-hydroxyphenyl)propyl]imidazole was allowed to react with 4-chloromethyl-2-(5-methoxy-2-thienyl)oxazole to give 4-[4-[3-(1-imidazolyl)propyl]phenoxymethyl]-2-(5-methoxy-2-thienyl)oxazole. The yield was 74%. Recrystallization from ethyl acetate-hexane gave colorless prisms, mp 96-97° C. Starting materials: [BH3-]C#N, COC(=O)c1ccc(C(=O)N2CCN(c3ncccc3N)CC2)cc1, CC(C)=O, CC(=O)O, CO, [Na+], O. Product: COC(=O)c1ccc(C(=O)N2CCN(c3ncccc3NC(C)C)CC2)cc1. Reaction SMILES: [C:34]([BH3-:35])#[N:36].[CH3:1][O:2][C:3]([c:4]1[cH:5][cH:6][c:7]([C:10](=[O:11])[N:12]2[CH2:13][CH2:14][N:15]([c:18]3[n:19][cH:20][cH:21][cH:22][c:23]3[NH2:24])[CH2:16][CH2:17]2)[cH:8][cH:9]1)=[O:25].[CH3:26][C:27]([CH3:28])=[O:29].[CH3:30][C:31](=[O:32])[OH:33].[CH3:38][OH:39].[Na+:37].[OH2:40]>>[CH3:1][O:2][C:3]([c:4]1[cH:5][cH:6][c:7]([C:10](=[O:11])[N:12]2[CH2:13][CH2:14][N:15]([c:18]3[n:19][cH:20][cH:21][cH:22][c:23]3[NH:24][CH:27]([CH3:26])[CH3:28])[CH2:16][CH2:17]2)[cH:8][cH:9]1)=[O:25]. Starting materials: CCCCCC(=O)c1ccc2c(c1)C(C)(C)CCC2(C)C, CCO, Cl. The product is CCCCCCc1ccc2c(c1)C(C)(C)CCC2(C)C. RXN SMILES: [CH3:1][C:2]1([CH3:21])[c:3]2[cH:4][cH:5][c:6]([C:14]([CH2:15][CH2:16][CH2:17][CH2:18][CH3:19])=[O:20])[cH:7][c:8]2[C:9]([CH3:12])([CH3:13])[CH2:10][CH2:11]1.[CH3:23][CH2:24][OH:25].[ClH:22]>>[CH3:1][C:2]1([CH3:21])[c:3]2[cH:4][cH:5][c:6]([CH2:14][CH2:15][CH2:16][CH2:17][CH2:18][CH3:19])[cH:7][c:8]2[C:9]([CH3:12])([CH3:13])[CH2:10][CH2:11]1. Starting materials: C(=O)(O)CCC=1C(=C(NC1)C=O)C (4-(2-Carboxyethyl)-2-formyl-3-methylpyrrole), CC1=C2CC(NC2=CC=C1)=O (4-methyl-2-oxindole), N1CCCCC1 (piperidin). Solvent: C(C)O (ethanol). Product: CC=1C(=CNC1C=C1C(NC2=CC=CC(=C12)C)=O)CCC(=O)O (3-[4-Methyl-5-(4-methyl-2-oxo-1,2-dihydroindol-3-ylidenemethyl)-1H-pyrrol-3-yl]-propionic acid). The yield is 51.9%. As a reaction SMILES: [C:1]([CH2:4][CH2:5][C:6]1[C:7]([CH3:13])=[C:8]([CH:11]=O)[NH:9][CH:10]=1)([OH:3])=[O:2].[CH3:14][C:15]1[CH:23]=[CH:22][CH:21]=[C:20]2[C:16]=1[CH2:17][C:18](=[O:24])[NH:19]2.N1CCCCC1>C(O)C>[CH3:13][C:7]1[C:6]([CH2:5][CH2:4][C:1]([OH:3])=[O:2])=[CH:10][NH:9][C:8]=1[CH:11]=[C:17]1[C:16]2[C:20](=[CH:21][CH:22]=[CH:23][C:15]=2[CH3:14])[NH:19][C:18]1=[O:24]. Reported procedure: 4-(2-Carboxyethyl)-2-formyl-3-methylpyrrole (90 mg), 74 mg 4-methyl-2-oxindole, and 75 μL, piperidin in ethanol were heated at 95° C. for 5 hours. The reaction mixture was cooled and concentrated. The residue was suspended in 6 N aqueous hydrochloric acid. The precipitate was filtered, washed with water to pH 6 and dried in a vacuum oven to give 80 mg (52%) of the title compound as a brown solid.